Dataset: the Open Reaction Database (ORD), a public repository of structured organic reaction records. Task: describe an organic reaction: reactants, conditions, products, and yield Yields the product CCCS(=O)CCCN(CC)CC(O)COc1ccc(C#N)cc1. The reactants are CCCSCCCN(CC)CC(O)COc1ccc(C#N)cc1, CCO, O=C(OO)c1cccc(Cl)c1, Cc1ccc(S(=O)(=O)O)cc1. As a reaction SMILES: [CH2:1]([CH3:2])[N:3]([CH2:4][CH:5]([CH2:6][O:7][c:8]1[cH:9][cH:10][c:11]([C:12]#[N:13])[cH:14][cH:15]1)[OH:16])[CH2:17][CH2:18][CH2:19][S:20][CH2:21][CH2:22][CH3:23].[CH3:46][CH2:47][OH:48].[Cl:35][c:36]1[cH:37][cH:38][cH:39][c:40]([C:41]([O:42][OH:43])=[O:44])[cH:45]1.[c:24]1([CH3:25])[cH:26][cH:27][c:28]([S:29]([OH:30])(=[O:31])=[O:32])[cH:33][cH:34]1>>[CH2:1]([CH3:2])[N:3]([CH2:4][CH:5]([CH2:6][O:7][c:8]1[cH:9][cH:10][c:11]([C:12]#[N:13])[cH:14][cH:15]1)[OH:16])[CH2:17][CH2:18][CH2:19][S:20]([CH2:21][CH2:22][CH3:23])=[O:31].